Dataset: the Open Reaction Database (ORD), a public repository of structured organic reaction records. Task: describe an organic reaction: reactants, conditions, products, and yield Reactants: [Br-], BrCBr, CCCC[N+](CCCC)(CCCC)CCCC, Cc1ccc(O)c(O)c1, O. The product is Cc1ccc2c(c1)OCO2. As a reaction SMILES: [Br-:13].[Br:10][CH2:11][Br:12].[CH2:14]([N+:15]([CH2:16][CH2:17][CH2:18][CH3:19])([CH2:20][CH2:21][CH2:22][CH3:23])[CH2:24][CH2:25][CH2:26][CH3:27])[CH2:28][CH2:29][CH3:30].[CH3:1][c:2]1[cH:3][cH:4][c:5]([OH:6])[c:7]([OH:8])[cH:9]1.[OH2:31]>>[CH3:1][c:2]1[cH:3][cH:4][c:5]2[c:7]([cH:9]1)[O:8][CH2:11][O:6]2.